From a dataset of the Open Reaction Database (ORD), a public repository of structured organic reaction records. describe an organic reaction: reactants, conditions, products, and yield Starting materials: [BH4-], CO, CC(C)=O, CCOC(C)=O, COc1ccc2nc(Cl)c(C=O)cc2c1, [Na+], O. Yields the product COc1ccc2nc(Cl)c(CO)cc2c1. Reaction SMILES: [BH4-:18].[CH3:16][OH:17].[CH3:20][C:21](=[O:22])[CH3:23].[CH3:24][CH2:25][O:26][C:27](=[O:28])[CH3:29].[Cl:1][c:2]1[n:3][c:4]2[cH:5][cH:6][c:7]([O:14][CH3:15])[cH:8][c:9]2[cH:10][c:11]1[CH:12]=[O:13].[Na+:19].[OH2:30]>>[Cl:1][c:2]1[n:3][c:4]2[cH:5][cH:6][c:7]([O:14][CH3:15])[cH:8][c:9]2[cH:10][c:11]1[CH2:12][OH:13]. The reactants are CC1(C=2C=CC(=CC2C(=CC1)OS(=O)(=O)C(F)(F)F)C#CC1=CC=C(C(=O)OCC)C=C1)C (ethyl 4-[(5,6-dihydro-5,5-dimethyl-8-(trifluoromethylsulfonyl)oxy-2-naphthalenyl)ethynyl]benzoate), CC1(C=2C=CC(=CC2C(=CC1)OS(=O)(=O)C(F)(F)F)C#CC1=CC=C(C(=O)OCC)C=C1)C (ethyl 4-[(5,6-dihydro-5,5-dimethyl-8-(trifluoromethylsulfonyl)oxy-2-naphthalenyl)ethynyl]benzoate), C(C)(C)(C)[Li] (t-butyl lithium), BrC1=CC=C(C=C1)C (4-bromotoluene). The reagents and catalysts are C=1C=CC(=CC1)[P](C=2C=CC=CC2)(C=3C=CC=CC3)[Pd]([P](C=4C=CC=CC4)(C=5C=CC=CC5)C=6C=CC=CC6)([P](C=7C=CC=CC7)(C=8C=CC=CC8)C=9C=CC=CC9)[P](C=1C=CC=CC1)(C=1C=CC=CC1)C=1C=CC=CC1 (tetrakis(triphenylphosphine)palladium(0)), [Cl-].[Zn+2].[Cl-] (zinc chloride). Run in C1CCOC1 (THF), [NH4+].[Cl-] (NH4Cl), C1CCOC1 (THF), C1CCOC1 (THF). Run at time 30 minute. The product is [Li]C1=CC=C(C=C1)C (4-lithiotoluene), CC1(C=2C=CC(=CC2C(=CC1)C1=CC=C(C=C1)C)C#CC1=CC=C(C(=O)OCC)C=C1)C (Ethyl 4-[(5.6-dihydro-5,5-dimethyl-8-(4-methylphenyl)-2-naphthalenyl)ethynyl]benzoate). As a reaction SMILES: [C:1]([Li:5])([CH3:4])([CH3:3])[CH3:2].Br[C:7]1[CH:12]=[CH:11][C:10]([CH3:13])=[CH:9][CH:8]=1.[CH3:14][C:15]1(C)CC=C(OS(C(F)(F)F)(=O)=O)[C:21]2[CH:20]=[C:19]([C:33]#[C:34][C:35]3[CH:45]=[CH:44][C:38]([C:39]([O:41][CH2:42][CH3:43])=[O:40])=[CH:37][CH:36]=3)[CH:18]=[CH:17][C:16]1=2>C1COCC1.[NH4+].[Cl-].[Cl-].[Zn+2].[Cl-].C1C=CC([P]([Pd]([P](C2C=CC=CC=2)(C2C=CC=CC=2)C2C=CC=CC=2)([P](C2C=CC=CC=2)(C2C=CC=CC=2)C2C=CC=CC=2)[P](C2C=CC=CC=2)(C2C=CC=CC=2)C2C=CC=CC=2)(C2C=CC=CC=2)C2C=CC=CC=2)=CC=1>[Li:5][C:7]1[CH:12]=[CH:11][C:10]([CH3:13])=[CH:9][CH:8]=1.[CH3:2][C:1]1([CH3:4])[CH2:14][CH:15]=[C:16]([C:7]2[CH:12]=[CH:11][C:10]([CH3:13])=[CH:9][CH:8]=2)[C:17]2[CH:18]=[C:19]([C:33]#[C:34][C:35]3[CH:36]=[CH:37][C:38]([C:39]([O:41][CH2:42][CH3:43])=[O:40])=[CH:44][CH:45]=3)[CH:20]=[CH:21][C:3]1=2 |f:4.5,6.7.8,^1:60,62,81,100|. Procedure details: A solution of 4-lithiotoluene was prepared by the addition of 189.9 mg (1.74 ml, 2.96 mmol) of t-butyl lithium (1.7M solution in hexanes) to a cold solution (−78° C.) of 253.6 mg (1.482 mmol) of 4-bromotoluene in 2.0 ml of THF. After stirring for 30 minutes a solution of 269.4 mg (1.977 mmol) of zinc chloride in 3.0 ml of THF was added. The resulting solution was warmed to room temperature, stirred for 30 minutes, and added via cannula to a solution of 472.9 mg (0.988 mmol) of ethyl 4-[(5,6-dihy...